This data is from the Open Reaction Database (ORD), a public repository of structured organic reaction records. The task is: describe an organic reaction: reactants, conditions, products, and yield Reactants: C(#N)CC=1C(=C(SC1C)C)CC#N ((4-cyanomethyl-2,5-dimethyl-thiophen-3-yl)-acetonitrile), Cl.NC1=C(C(=CC(=C1F)F)F)S (2-amino-3,4,6-trifluoro-benzenethiol hydrochloride). Solvent: CCO (EtOH). Product: CC=1SC(=C(C1CC#N)CC=1SC2=C(N1)C(=C(C=C2F)F)F)C ([2,5-dimethyl-4-(4,5,7-trifluoro-benzothiazol-2-ylmethyl)-thiophen-3-yl]-acetonitrile). Isolated yield 31.2%. Reaction SMILES: [C:1]([CH2:3][C:4]1[C:5]([CH2:11][C:12]#[N:13])=[C:6]([CH3:10])[S:7][C:8]=1[CH3:9])#[N:2].Cl.N[C:16]1[C:21]([F:22])=[C:20]([F:23])[CH:19]=[C:18]([F:24])[C:17]=1[SH:25]>CCO>[CH3:9][C:8]1[S:7][C:6]([CH3:10])=[C:5]([CH2:11][C:12]2[S:25][C:17]3[C:18]([F:24])=[CH:19][C:20]([F:23])=[C:21]([F:22])[C:16]=3[N:13]=2)[C:4]=1[CH2:3][C:1]#[N:2] |f:1.2|. Procedure: A solution of (4-cyanomethyl-2,5-dimethyl-thiophen-3-yl)-acetonitrile (1.90 g, 10.0 mmol) and 2-amino-3,4,6-trifluoro-benzenethiol hydrochloride (2.16 g, 10.0 mmol) in EtOH (22 mL) is heated to reflux for 44 h. After cooling to room temperature, the mixture is concentrated in vacuo and purified by flash chromatography (silica gel, 10-30% ethyl acetate in heptane). Further purification by recrystallization with ethyl acetate and heptane gave [2,5-dimethyl-4-(4,5,7-trifluoro-benzothiazol-2-ylmethy... Reactants: Cl.OCC1(CCNCC1)O (4-(hydroxymethyl)-4-piperidinol hydrochloride), ClC1=NN=C(C2=CC(=CC=C12)C#N)NCC1=CC(=C(C=C1)OC)Cl (1-chloro-4-(3-chloro-4-methoxybenzyl)amino-6-cyanophthalazine). Reaction SMILES: Cl.[OH:2][CH2:3][C:4]1([OH:10])[CH2:9][CH2:8][NH:7][CH2:6][CH2:5]1.[Cl:11][C:12]1[C:21]2[C:16](=[CH:17][C:18]([C:22]#[N:23])=[CH:19][CH:20]=2)[C:15]([NH:24][CH2:25][C:26]2[CH:31]=[CH:30][C:29]([O:32][CH3:33])=[C:28]([Cl:34])[CH:27]=2)=[N:14][N:13]=1>>[ClH:11].[Cl:34][C:28]1[CH:27]=[C:26]([CH:31]=[CH:30][C:29]=1[O:32][CH3:33])[CH2:25][NH:24][C:15]1[C:16]2[C:21](=[CH:20][CH:19]=[C:18]([C:22]#[N:23])[CH:17]=2)[C:12]([N:7]2[CH2:8][CH2:9][C:4]([OH:10])([CH2:3][OH:2])[CH2:5][CH2:6]2)=[N:13][N:14]=1 |f:0.1,3.4|. Reported procedure: The resulting 4-(hydroxymethyl)-4-piperidinol hydrochloride was reacted with 1-chloro-4-(3-chloro-4-methoxybenzyl)amino-6-cyanophthalazine in the same manner as in Example 4 to give the title compound. Product: Cl.ClC=1C=C(CNC2=NN=C(C3=CC=C(C=C23)C#N)N2CCC(CC2)(CO)O)C=CC1OC (4-(3-Chloro-4--methoxybenzyl)amino-6-cyano-1-[4-hydroxy-4-(hydroxymethyl)piperidino]phthalazine hydrochloride).